Dataset: the Open Reaction Database (ORD), a public repository of structured organic reaction records. Task: describe an organic reaction: reactants, conditions, products, and yield Reactants: BrBr, CC(=O)c1ccc(Sc2ccccc2C(C)C)c(Cl)c1Cl, C1COCCO1. Product: CC(C)c1ccccc1Sc1ccc(C(=O)CBr)c(Cl)c1Cl. Reaction SMILES: [Br:1][Br:2].[Cl:3][c:4]1[c:5]([C:21]([CH3:22])=[O:23])[cH:6][cH:7][c:8]([S:11][c:12]2[c:13]([CH:18]([CH3:19])[CH3:20])[cH:14][cH:15][cH:16][cH:17]2)[c:9]1[Cl:10].[O:24]1[CH2:25][CH2:26][O:27][CH2:28][CH2:29]1>>[Br:1][CH2:22][C:21]([c:5]1[c:4]([Cl:3])[c:9]([Cl:10])[c:8]([S:11][c:12]2[c:13]([CH:18]([CH3:19])[CH3:20])[cH:14][cH:15][cH:16][cH:17]2)[cH:7][cH:6]1)=[O:23]. Reactants: Oc1ccc2c(-c3ccc(Br)cc3)nsc2c1, BrCCCCBr, CC(C)=O, [K+], [K+], O=C([O-])[O-]. Product: BrCCCCOc1ccc2c(-c3ccc(Br)cc3)nsc2c1. RXN SMILES: [Br:1][c:2]1[cH:3][cH:4][c:5](-[c:8]2[n:9][s:10][c:11]3[c:12]2[cH:13][cH:14][c:15]([OH:17])[cH:16]3)[cH:6][cH:7]1.[Br:24][CH2:25][CH2:26][CH2:27][CH2:28][Br:29].[CH3:30][C:31](=[O:32])[CH3:33].[K+:18].[K+:19].[O-:20][C:21]([O-:22])=[O:23]>>[Br:1][c:2]1[cH:3][cH:4][c:5](-[c:8]2[n:9][s:10][c:11]3[c:12]2[cH:13][cH:14][c:15]([O:17][CH2:28][CH2:27][CH2:26][CH2:25][Br:24])[cH:16]3)[cH:6][cH:7]1. Procedure: By following the manipulative procedures described above in Examples 1(c) and (d), 1-acetylisonipecotoyl chloride, Example 1(b), toluene, and aluminum chloride are reacted to produce 4-(4-toluyl)piperidine hydrochloride. The salt is recrystallized thrice from a methanol-ether mixture (one charcoal treatment) to give colorless needles. mp 275°-277° C., (dec.). Starting materials: ( d ), C(C)(=O)N1CCC(C(=O)Cl)CC1 (1-acetylisonipecotoyl chloride), [Cl-].[Al+3].[Cl-].[Cl-] (aluminum chloride). Run in C1(=CC=CC=C1)C (toluene). RXN SMILES: C([N:4]1[CH2:12][CH2:11][CH:7]([C:8]([Cl:10])=O)[CH2:6][CH2:5]1)(=O)C.[Cl-].[Al+3].[Cl-].[Cl-]>C1(C)C=CC=CC=1>[ClH:10].[C:7]1([CH3:8])[CH:11]=[CH:12][C:8]([CH:7]2[CH2:6][CH2:5][NH:4][CH2:12][CH2:11]2)=[CH:5][CH:6]=1 |f:1.2.3.4,6.7|. Product: Cl.C1(=CC=C(C=C1)C1CCNCC1)C (4-(4-toluyl)piperidine hydrochloride). Reactants: CC(C)(O)c1ccc(Cl)nc1, NN, O. The product is CC(C)(O)c1ccc(NN)nc1. RXN SMILES: [Cl:1][c:2]1[cH:3][cH:4][c:5]([C:8]([CH3:9])([CH3:10])[OH:11])[cH:6][n:7]1.[NH2:13][NH2:14].[OH2:12]>>[c:2]1([NH:13][NH2:14])[cH:3][cH:4][c:5]([C:8]([CH3:9])([CH3:10])[OH:11])[cH:6][n:7]1. The reactants are C(C)(C)(C)OC(NC1=C(C=C(C(=C1)C)C(F)(F)F)NC(CC(=O)C1=CC(=CC=C1)C1=CC(=NC=C1)C1CC1)=O)=O ((2-{3-[3-(2-cyclopropyl-pyridin-4-yl)-phenyl]-3-oxo-propionylamino}-5-methyl-4-trifluoromethyl-phenyl)-carbamic acid tert-butyl ester), C(=O)(C(F)(F)F)O (TFA). Run in C(Cl)Cl (CH2Cl2). The product is C1(CC1)C1=NC=CC(=C1)C=1C=C(C=CC1)C1=NC2=C(NC(C1)=O)C=C(C(=C2)C)C(F)(F)F (4-[3-(2-Cyclopropyl-pyridin-4-yl)-phenyl]-7-methyl-8-trifluoromethyl-1,3-dihydro-benzo[b][1,4]diazepin-2-one), solid. The yield is 87.0%. Reaction SMILES: C(OC(=O)[NH:7][C:8]1[CH:13]=[C:12]([CH3:14])[C:11]([C:15]([F:18])([F:17])[F:16])=[CH:10][C:9]=1[NH:19][C:20](=[O:39])[CH2:21][C:22]([C:24]1[CH:29]=[CH:28][CH:27]=[C:26]([C:30]2[CH:35]=[CH:34][N:33]=[C:32]([CH:36]3[CH2:38][CH2:37]3)[CH:31]=2)[CH:25]=1)=O)(C)(C)C.C(O)(C(F)(F)F)=O>C(Cl)Cl>[CH:36]1([C:32]2[CH:31]=[C:30]([C:26]3[CH:25]=[C:24]([C:22]4[CH2:21][C:20](=[O:39])[NH:19][C:9]5[CH:10]=[C:11]([C:15]([F:18])([F:17])[F:16])[C:12]([CH3:14])=[CH:13][C:8]=5[N:7]=4)[CH:29]=[CH:28][CH:27]=3)[CH:35]=[CH:34][N:33]=2)[CH2:37][CH2:38]1. Procedure details: The title compound was prepared from (2-{3-[3-(2-cyclopropyl-pyridin-4-yl)-phenyl]-3-oxo-propionylamino}-5-methyl-4-trifluoromethyl-phenyl)-carbamic acid tert-butyl ester (Example M267) (286 mg, 0.52 mmol) by treatment with TFA in CH2Cl2 according to the general procedure N. Obtained as a light yellow solid (198 mg, 87%). Starting materials: CS(=O)(=O)OCCCC1=CC=C(C=C1)OC (3-(4-methoxyphenyl)propyl methanesulfonate), [I-].[Na+] (sodium iodide). The solvent is CC(=O)C (acetone). Product: COC1=CC=C(C=C1)CCCI (3-(4-methoxyphenyl)propyl iodide). Isolated yield 93.0%. RXN SMILES: CS(O[CH2:6][CH2:7][CH2:8][C:9]1[CH:14]=[CH:13][C:12]([O:15][CH3:16])=[CH:11][CH:10]=1)(=O)=O.[I-:17].[Na+]>CC(C)=O>[CH3:16][O:15][C:12]1[CH:13]=[CH:14][C:9]([CH2:8][CH2:7][CH2:6][I:17])=[CH:10][CH:11]=1 |f:1.2|. Procedure: A solution of 6.30 g of 3-(4-methoxyphenyl)propyl methanesulfonate and 11.1 g of sodium iodide in 100 ml of acetone was refluxed for 15 hours. The reaction mixture was concentrated under reduced pressure and, after addition of water, the residue was extracted with ether. The organic layer was washed with saturated aqueous solution of sodium chloride, dried over anhydrous magnesium sulfate and concentrated under reduced pressure to give 6.62 g of 3-(4-methoxyphenyl)propyl iodide. The reactants are C12(CC3CC(CC(C1)C3)C2)S(=O)Cl (1-Adamantanesulfinyl chloride), N[C@@H]1CN(CC1)CCC1=CC=C(C=C1)F ((S)-3-amino-1-(2-(4-fluorophenyl)ethyl)pyrrolidine). Product: FC1=CC=C(C=C1)CCN1CC(CC1)N[S@@](=O)C12CC3CC(CC(C1)C3)C2 ((S)-N-(1-(2-(4-fluorophenyl)ethyl)pyrrolidin-3-yl)-1-adamantanesulfinamide). As a reaction SMILES: [C:1]12([S:11](Cl)=[O:12])[CH2:10][CH:5]3[CH2:6][CH:7]([CH2:9][CH:3]([CH2:4]3)[CH2:2]1)[CH2:8]2.[NH2:14][C@H:15]1[CH2:19][CH2:18][N:17]([CH2:20][CH2:21][C:22]2[CH:27]=[CH:26][C:25]([F:28])=[CH:24][CH:23]=2)[CH2:16]1>>[F:28][C:25]1[CH:26]=[CH:27][C:22]([CH2:21][CH2:20][N:17]2[CH2:18][CH2:19][CH:15]([NH:14][S@:11]([C:1]34[CH2:10][CH:5]5[CH2:6][CH:7]([CH2:9][CH:3]([CH2:4]5)[CH2:2]3)[CH2:8]4)=[O:12])[CH2:16]2)=[CH:23][CH:24]=1. Procedure: 1-Adamantanesulfinyl chloride and (S)-3-amino-1-(2-(4-fluorophenyl)ethyl)pyrrolidine were reacted under the same conditions as in Example 53 to give (S)-N-(1-(2-(4-fluorophenyl)ethyl)pyrrolidin-3-yl)-1-adamantanesulfinamide.